Dataset: the Open Reaction Database (ORD), a public repository of structured organic reaction records. Task: describe an organic reaction: reactants, conditions, products, and yield The reactants are O=C([O-])[O-], CNC(=O)N1CCSC1c1ccccc1OCCCl, CN(C)C=O, [I-], [K+], [K+], [Na+], c1ccc(N2CCNCC2)cc1. Product: CNC(=O)N1CCSC1c1ccccc1OCCN1CCN(c2ccccc2)CC1. As a reaction SMILES: [C:32](=[O:33])([O-:34])[O-:35].[CH3:1][NH:2][C:3](=[O:4])[N:5]1[CH:6]([c:10]2[c:11]([O:16][CH2:17][CH2:18][Cl:19])[cH:12][cH:13][cH:14][cH:15]2)[S:7][CH2:8][CH2:9]1.[CH3:40][N:41]([CH3:42])[CH:43]=[O:44].[I-:39].[K+:36].[K+:37].[Na+:38].[c:20]1([N:26]2[CH2:27][CH2:28][NH:29][CH2:30][CH2:31]2)[cH:21][cH:22][cH:23][cH:24][cH:25]1>>[CH3:1][NH:2][C:3](=[O:4])[N:5]1[CH:6]([c:10]2[c:11]([O:16][CH2:17][CH2:18][N:29]3[CH2:28][CH2:27][N:26]([c:20]4[cH:21][cH:22][cH:23][cH:24][cH:25]4)[CH2:31][CH2:30]3)[cH:12][cH:13][cH:14][cH:15]2)[S:7][CH2:8][CH2:9]1. Reactants: BrC1=CC(=C(C=C1)C1=CC(=NC=C1)F)F (4-(4-bromo-2-fluorophenyl)-2-fluoropyridine), [Cl-].C(C)(C)(C)OC(C[Zn+])=O ((2-tert-butoxy-2-oxoethyl) zinc(II) chloride), CCOCC (ether). Reagents/catalysts: C=1C=CC(=CC1)/C=C/C(=O)/C=C/C2=CC=CC=C2.C=1C=CC(=CC1)/C=C/C(=O)/C=C/C2=CC=CC=C2.[Pd] (Pd(dba)2), CC(C)(C)P([C-]1C=CC=C1)C(C)(C)C.C1=CC=C(C=C1)[C-]2C(=C(C(=C2C3=CC=CC=C3)C4=CC=CC=C4)C5=CC=CC=C5)C6=CC=CC=C6.[Fe+2] (Q-phos). Solvent: C1CCOC1 (THF). Reaction conditions: temperature 100 celsius, time 1 hour. Yields the product FC=1C=C(C=CC1C1=CC(=NC=C1)F)CC(=O)OC(C)(C)C (tert-butyl 2-(3-fluoro-4-(2-fluoropyridin-4-yl)phenyl)acetate). As a reaction SMILES: Br[C:2]1[CH:7]=[CH:6][C:5]([C:8]2[CH:13]=[CH:12][N:11]=[C:10]([F:14])[CH:9]=2)=[C:4]([F:15])[CH:3]=1.[Cl-].[C:17]([O:21][C:22](=[O:25])[CH2:23][Zn+])([CH3:20])([CH3:19])[CH3:18].CCOCC>C1C=CC(/C=C/C(/C=C/C2C=CC=CC=2)=O)=CC=1.C1C=CC(/C=C/C(/C=C/C2C=CC=CC=2)=O)=CC=1.[Pd].CC(P(C(C)(C)C)[C-]1C=CC=C1)(C)C.C1C=CC([C-]2C(C3C=CC=CC=3)=C(C3C=CC=CC=3)C(C3C=CC=CC=3)=C2C2C=CC=CC=2)=CC=1.[Fe+2].C1COCC1>[F:15][C:4]1[CH:3]=[C:2]([CH2:23][C:22]([O:21][C:17]([CH3:20])([CH3:19])[CH3:18])=[O:25])[CH:7]=[CH:6][C:5]=1[C:8]1[CH:13]=[CH:12][N:11]=[C:10]([F:14])[CH:9]=1 |f:1.2,4.5.6,7.8.9|. Procedure details: To a sealed tube were added 4-(4-bromo-2-fluorophenyl)-2-fluoropyridine 207-3 (210 mg, 0.76 mmol), 0.5 M (2-tert-butoxy-2-oxoethyl) zinc(II) chloride 86-5 in ether (2.3 mL, 1.14 mmol), Pd(dba)2 (22 mg, 0.04 mmol), Q-phos (54 mg, 0.07 mmol) and THF (5 mL). The reaction mixture was bubbled with nitrogen for 1 minute and stirred at 100° C. for 1 hour. After cooling to room temperature, all the solvents were evaporated and the residue was redissolved in ethyl acetate, washed with water and brine, dr... Reactants: COC=1C(C(=C(C(C1OC)=O)CC1=CC=C(C=C1)C=CC(=O)O)C)=O (3-[4-(5,6-dimethoxy-3-methyl-1,4-benzoquinon-2-ylmethyl)phenyl]acrylic Acid), N1CCCCC1 (piperidine). Yields the product COC=1C(C(=C(C(C1OC)=O)CC1=CC=C(C=C1)C=CC(=O)N1CCCCC1)C)=O (N-[3-[4-(5,6-dimethoxy-3-methyl-1,4-benzoquinon-2-ylmethyl)phenyl]acryloyl]piperidine). Isolated yield 55.2%. Reaction SMILES: [CH3:1][O:2][C:3]1[C:4](=[O:25])[C:5]([CH3:24])=[C:6]([CH2:12][C:13]2[CH:18]=[CH:17][C:16]([CH:19]=[CH:20][C:21]([OH:23])=O)=[CH:15][CH:14]=2)[C:7](=[O:11])[C:8]=1[O:9][CH3:10].[NH:26]1[CH2:31][CH2:30][CH2:29][CH2:28][CH2:27]1>>[CH3:1][O:2][C:3]1[C:4](=[O:25])[C:5]([CH3:24])=[C:6]([CH2:12][C:13]2[CH:14]=[CH:15][C:16]([CH:19]=[CH:20][C:21]([N:26]3[CH2:31][CH2:30][CH2:29][CH2:28][CH2:27]3)=[O:23])=[CH:17][CH:18]=2)[C:7](=[O:11])[C:8]=1[O:9][CH3:10]. Procedure: 3-[4-(5,6-dimethoxy-3-methyl-1,4-benzoquinon-2-ylmethyl)phenyl]acrylic acid (200 mg, 0.58 mmol) obtained in Example 2 and piperidine (65 mg, 0.76 mmol) were used, and a method similar to that described in Example 3 was employed to obtain the title compound (129 mg, 0.32 mmol, yield 54%). Starting materials: C1(CCCCC1)C(C=1OC2=C(C1C)C=C(C=C2)F)NC2=CC=C(C=C2)C(=O)N(CCC(=O)OCC)C (Ethyl 3-{[(4-{[cyclohexyl(5-fluoro-3-methyl-1-benzofuran-2-yl)methyl]amino}phenyl)carbonyl](methyl)amino}propanoate), [OH-].[Na+] (sodium hydroxide), CCCCCC.C(C)O (hexane ethanol), CO (methanol). Solvent: O1CCCC1 (tetrahydrofuran). Conditions: time 1.5 hour. The product is C1(CCCCC1)C(C=1OC2=C(C1C)C=C(C=C2)F)NC2=CC=C(C=C2)C(=O)N(CCC(=O)O)C (3-{[(4-{[cyclohexyl(5-fluoro-3-methyl-1-benzofuran-2-yl)methyl]amino}phenyl)carbonyl](methyl)amino}propanoic acid). Reaction SMILES: [CH:1]1([CH:7]([NH:19][C:20]2[CH:25]=[CH:24][C:23]([C:26]([N:28]([CH3:36])[CH2:29][CH2:30][C:31]([O:33]CC)=[O:32])=[O:27])=[CH:22][CH:21]=2)[C:8]2[O:9][C:10]3[CH:17]=[CH:16][C:15]([F:18])=[CH:14][C:11]=3[C:12]=2[CH3:13])[CH2:6][CH2:5][CH2:4][CH2:3][CH2:2]1.CCCCCC.C(O)C.CO.[OH-].[Na+]>O1CCCC1>[CH:1]1([CH:7]([NH:19][C:20]2[CH:21]=[CH:22][C:23]([C:26]([N:28]([CH3:36])[CH2:29][CH2:30][C:31]([OH:33])=[O:32])=[O:27])=[CH:24][CH:25]=2)[C:8]2[O:9][C:10]3[CH:17]=[CH:16][C:15]([F:18])=[CH:14][C:11]=3[C:12]=2[CH3:13])[CH2:6][CH2:5][CH2:4][CH2:3][CH2:2]1 |f:1.2,4.5|. Reported procedure: Ethyl 3-{[(4-{[cyclohexyl(5-fluoro-3-methyl-1-benzofuran-2-yl)methyl]amino}phenyl)carbonyl](methyl)amino}propanoate (564 mg) synthesized in Example A45(2) was fractionated by high performance liquid chromatography (column: CHIRALPAK AD (50 mm ID×500 mL, manufactured by Daicel Chemical Industries, Ltd., mobile phase:hexane/ethanol (400/600), flow rate: 60 mL/min, column temperature: 30° C.). The fraction containing an optically active form having a longer retention time under the above-mentioned ... Reactants: Cc1ccccc1, N#Cc1c(SC(F)(F)F)c(CC(Cl)C#N)n(-c2c(Cl)cc(C(F)(F)F)cc2Cl)c1Cl, C1CCC2=NCCCN2CC1. Product: N#CC=Cc1c(SC(F)(F)F)c(C#N)c(Cl)n1-c1c(Cl)cc(C(F)(F)F)cc1Cl. As a reaction SMILES: [CH3:42][c:43]1[cH:44][cH:45][cH:46][cH:47][cH:48]1.[Cl:1][c:2]1[c:3](-[n:13]2[c:14]([CH2:26][CH:27]([C:28]#[N:29])[Cl:30])[c:15]([S:21][C:22]([F:23])([F:24])[F:25])[c:16]([C:19]#[N:20])[c:17]2[Cl:18])[c:4]([Cl:12])[cH:5][c:6]([C:8]([F:9])([F:10])[F:11])[cH:7]1.[N:31]12[CH2:32][CH2:33][CH2:34][N:35]=[C:36]1[CH2:37][CH2:38][CH2:39][CH2:40][CH2:41]2>>[Cl:1][c:2]1[c:3](-[n:13]2[c:14]([CH:26]=[CH:27][C:28]#[N:29])[c:15]([S:21][C:22]([F:23])([F:24])[F:25])[c:16]([C:19]#[N:20])[c:17]2[Cl:18])[c:4]([Cl:12])[cH:5][c:6]([C:8]([F:9])([F:10])[F:11])[cH:7]1.